Dataset: the Open Reaction Database (ORD), a public repository of structured organic reaction records. Task: describe an organic reaction: reactants, conditions, products, and yield Starting materials: Cl (hydrochloric acid), COC(=O)C=1C=C2C(CC(NC2=CC1)C1=CC(=CC=C1)N1CCCC1)(C)C (4,4-dimethyl-2-(3-pyrrolidin-1-yl-phenyl)-1,2,3,4-tetrahydro-quinoline-6-carboxylic acid methyl ester), [OH-].[Na+] (sodium hydroxide). Solvent: CO (methanol), O1CCCC1 (tetrahydrofuran), O (water). Run at temperature 60 celsius, time 16 hour. Yields the product CC1(CC(NC2=CC=C(C=C12)C(=O)O)C1=CC(=CC=C1)N1CCCC1)C (4,4-dimethyl-2-(3-pyrrolidin-1-yl-phenyl)-1,2,3,4-tetrahydro-quinoline-6-carboxylic acid). Isolated yield 88.8%. RXN SMILES: C[O:2][C:3]([C:5]1[CH:6]=[C:7]2[C:12](=[CH:13][CH:14]=1)[NH:11][CH:10]([C:15]1[CH:20]=[CH:19][CH:18]=[C:17]([N:21]3[CH2:25][CH2:24][CH2:23][CH2:22]3)[CH:16]=1)[CH2:9][C:8]2([CH3:27])[CH3:26])=[O:4].[OH-].[Na+].Cl>CO.O1CCCC1.O>[CH3:26][C:8]1([CH3:27])[C:7]2[C:12](=[CH:13][CH:14]=[C:5]([C:3]([OH:4])=[O:2])[CH:6]=2)[NH:11][CH:10]([C:15]2[CH:20]=[CH:19][CH:18]=[C:17]([N:21]3[CH2:25][CH2:24][CH2:23][CH2:22]3)[CH:16]=2)[CH2:9]1 |f:1.2|. Procedure: To a stirred mixture solution of 4,4-dimethyl-2-(3-pyrrolidin-1-yl-phenyl)-1,2,3,4-tetrahydro-quinoline-6-carboxylic acid methyl ester (1.7 g, 4.5 mmol) in methanol (20 mL) and tetrahydrofuran (40 mL) was added 30% sodium hydroxide in water (20 mL). The reaction mixture was stirred at 60° C. for 16 h. The mixture was neutralized with a 3 N aqueous hydrochloric acid solution and extracted with ethyl acetate (2×50 mL), washed with water, dried over anhydrous sodium sulfate and then concentrated in... Starting materials: BrC1=CC=C(C=C1)NC1=NC(=NC(=N1)Cl)C1=C(C=CC(=C1)Cl)C ((4-Bromo-phenyl)-[4-chloro-6-(5-chloro-2-methyl-phenyl)-[1,3,5]triazin-2-yl]-amine), C[S-].[Na+] (sodium thiomethoxide). Solvent: O1CCCC1 (tetrahydrofuran). Reaction conditions: time 24 hour. Product: BrC1=CC=C(C=C1)NC1=NC(=NC(=N1)C1=C(C=CC(=C1)Cl)C)SC ((4-Bromo-phenyl)-[4-(5-chloro-2-methyl-phenyl)-6-methylsulfanyl-[1,3,5]triazin-2-yl]-amine). Isolated yield 57.0%. RXN SMILES: [Br:1][C:2]1[CH:7]=[CH:6][C:5]([NH:8][C:9]2[N:14]=[C:13](Cl)[N:12]=[C:11]([C:16]3[CH:21]=[C:20]([Cl:22])[CH:19]=[CH:18][C:17]=3[CH3:23])[N:10]=2)=[CH:4][CH:3]=1.[CH3:24][S-:25].[Na+]>O1CCCC1>[Br:1][C:2]1[CH:7]=[CH:6][C:5]([NH:8][C:9]2[N:10]=[C:11]([C:16]3[CH:21]=[C:20]([Cl:22])[CH:19]=[CH:18][C:17]=3[CH3:23])[N:12]=[C:13]([S:25][CH3:24])[N:14]=2)=[CH:4][CH:3]=1 |f:1.2|. Reported procedure: A mixture of the title compound of Example 20 (234 mg, 0.57 mmol), sodium thiomethoxide (50 mg, 0.71 mmol), and tetrahydrofuran (5 ml) was stirred for 24 hours. After concentrating under reduced pressure, the residue was dissolved in dichloromethane (25 ml). The solution was washed with water (25 ml) and concentrated under reduced pressure. The residue was purified by flash chromatography on silica gel eluting with dichloromethane-hexane (1:1) to provide the title compound (137 mg, 57% yield). 1... Reactants: C(C1=CC=CC=C1)OC(=O)N1CC(CC1)O (N-benzyloxycarbonyl-3-hydroxypyrrolidine), ( S )-form, ( R )-form. Run in CCCCCC.C(C)(C)O (hexane isopropanol). The product is C(C1=CC=CC=C1)OC(=O)N1C[C@@H](CC1)O ((R)-N-benzyloxycarbonyl-3-hydroxypyrrolidine). Reaction SMILES: [CH2:1]([O:8][C:9]([N:11]1[CH2:15][CH2:14][CH:13]([OH:16])[CH2:12]1)=[O:10])[C:2]1[CH:7]=[CH:6][CH:5]=[CH:4][CH:3]=1>CCCCCC.C(O)(C)C>[CH2:1]([O:8][C:9]([N:11]1[CH2:15][CH2:14][C@@H:13]([OH:16])[CH2:12]1)=[O:10])[C:2]1[CH:7]=[CH:6][CH:5]=[CH:4][CH:3]=1 |f:1.2|. Reported procedure: The e.e. of N-benzyloxycarbonyl-3-hydroxypyrrolidine was measured by analytical HPLC with a chiral column [Chiralpak AS (Daicel), 250 mm×4.6 mm; eluent: hexane/isopropanol (100:4); flow rate: 1 ml/min; detection wavelength: 210 nm; retention times: 32.9 min for the (S)-form and 36.7 min for the (R)-form]. (R)-N-benzyloxycarbonyl-3-hydroxypyrrolidine was obtained in as 85% e.e. As a reaction SMILES: [CH3:23][c:24]1[cH:25][cH:26][cH:27][cH:28][cH:29]1.[N+:1]([O-:2])(=[O:3])[c:4]1[c:5]([N+:11](=[O:12])[O-:13])[c:6]([CH3:10])[cH:7][cH:8][cH:9]1.[OH:19][N+:20](=[O:21])[O-:22].[S:14](=[O:15])(=[O:16])([OH:17])[OH:18]>>[cH:4]1[c:5]([N+:11](=[O:12])[O-:13])[c:6]([CH3:10])[cH:7][cH:8][cH:9]1. The reactants are Cc1ccccc1, Cc1cccc([N+](=O)[O-])c1[N+](=O)[O-], O=[N+]([O-])O, O=S(=O)(O)O. Yields the product Cc1ccccc1[N+](=O)[O-]. Starting materials: CN1CCC(CC1)C1=NNC2=CC=CC=C12 (3-(1-methyl-4-piperidinyl)-1H-indazole), C(C1=CC=CC=C1)Br (benzyl bromide), Br (hydrogen bromide), [H-].[Na+] (sodium hydride). Run in CN(C=O)C (dimethylformamide), CCOCC (ether), CN(C=O)C (dimethylformamide), O (water), CN(C=O)C (dimethylformamide). Run at time 1 hour. The product is Br.C1(=CC=CC=C1)CN1N=C(C2=CC=CC=C12)C1CCN(CC1)C (1-Phenylmethyl-3-(1-methyl-4-piperidinyl)-1H-indazole hydrobromide). Yield: 44.6%. Reaction SMILES: [H-].[Na+].[CH3:3][N:4]1[CH2:9][CH2:8][CH:7]([C:10]2[C:18]3[C:13](=[CH:14][CH:15]=[CH:16][CH:17]=3)[NH:12][N:11]=2)[CH2:6][CH2:5]1.[CH2:19]([Br:26])[C:20]1[CH:25]=[CH:24][CH:23]=[CH:22][CH:21]=1.Br>CN(C)C=O.CCOCC.O>[BrH:26].[C:20]1([CH2:19][N:12]2[C:13]3[C:18](=[CH:17][CH:16]=[CH:15][CH:14]=3)[C:10]([CH:7]3[CH2:6][CH2:5][N:4]([CH3:3])[CH2:9][CH2:8]3)=[N:11]2)[CH:25]=[CH:24][CH:23]=[CH:22][CH:21]=1 |f:0.1,8.9|. Procedure details: To a stirred suspension of 0.86 g of sodium hydride (50% oil dispension) in 50 ml of dimethylformamide under nitrogen, was added, dropwise, 3.0 g of 3-(1-methyl-4-piperidinyl)-1H-indazole dissolved in 15 ml of hot dimethylformamide. After stirring one hr at ambient temperature, 2.6 g of benzyl bromide in 5 ml of dimethylformamide was added. The reaction mixture was stirred at ambient temperature for 15 hrs and then poured into water. The aqueous mixture was extracted with ethyl acetate. The ethy... The reactants are II, CC(OCC(OC(C)=O)COC(C)=O)=O (triacetin), C([O-])(O)=O.[Na+] (sodium bicarbonate), solution, [OH-].[Na+] (NaOH), P(=O)([O-])([O-])[O-] (phosphate), COC=1C=C2CCC(CC2=CC1)C(=O)OC (methyl 6-methoxy-1,2,3,4-tetrahydro-2-naphthoate), Cl (HCl). Run in C(C)(C)(C)O (tert-butanol). Reaction conditions: time 5 hour. Yields the product COC=1C=C2CC[C@H](CC2=CC1)C(=O)O (6-Methoxy-1,2,3,4-tetrahydro-(2R)-2-naphthoic acid). Isolated yield 38.4%. As a reaction SMILES: [CH3:1][O:2][C:3]1[CH:4]=[C:5]2[C:10](=[CH:11][CH:12]=1)[CH2:9][CH:8]([C:13]([O:15]C)=[O:14])[CH2:7][CH2:6]2.P([O-])([O-])([O-])=O.Cl.CC(=O)OCC(COC(=O)C)OC(=O)C.[OH-].[Na+].C(=O)(O)[O-].[Na+]>C(O)(C)(C)C>[CH3:1][O:2][C:3]1[CH:4]=[C:5]2[C:10](=[CH:11][CH:12]=1)[CH2:9][C@H:8]([C:13]([OH:15])=[O:14])[CH2:7][CH2:6]2 |f:4.5,6.7|. Reported procedure: 5 g of methyl 6-methoxy-1,2,3,4-tetrahydro-2-naphthoate are dissolved in 170 ml of tert-butanol, and 500 ml of phosphate buffer at pH 7 are added to the solution prepared in this way. The pH of the solution, which rises to 7.3-7.5, is lowered to 7.1 by the addition of 1N HCl. 2.5 g of Sigma PPL enzyme (known as porcine pancreatic lipase type II, crude, Sigma L-3126--50 U/mg using triacetin) are added to the mixture. The pH tends to drop as the reaction progresses, but is kept constant by the add...